From a dataset of the Open Reaction Database (ORD), a public repository of structured organic reaction records. describe an organic reaction: reactants, conditions, products, and yield Reactants: N#CCCCCCBr, [K+], [K+], O=C([O-])[O-], CN(C)C=O, Oc1ccc(Cl)cc1. Product: N#CCCCCCOc1ccc(Cl)cc1. Reaction SMILES: [Br:1][CH2:2][CH2:3][CH2:4][CH2:5][CH2:6][C:7]#[N:8].[K+:17].[K+:18].[O-:19][C:20]([O-:21])=[O:22].[O:23]=[CH:24][N:25]([CH3:26])[CH3:27].[OH:9][c:10]1[cH:11][cH:12][c:13]([Cl:14])[cH:15][cH:16]1>>[CH2:2]([CH2:3][CH2:4][CH2:5][CH2:6][C:7]#[N:8])[O:9][c:10]1[cH:11][cH:12][c:13]([Cl:14])[cH:15][cH:16]1. Reactants: CCOC(=O)C=C(C)C=CC(F)=C(C)c1cc2c(cc1OCC)OC(C)(C)C=C2c1ccccc1, [Na+], [OH-]. Yields the product CCOc1cc2c(cc1C(C)=C(F)C=CC(C)=CC(=O)O)C(c1ccccc1)=CC(C)(C)O2. Reaction SMILES: [CH2:1]([CH3:2])[O:3][c:4]1[c:5]([C:22](=[C:23]([CH:24]=[CH:25][C:26](=[CH:27][C:28](=[O:29])[O:30][CH2:31][CH3:32])[CH3:33])[F:34])[CH3:35])[cH:6][c:7]2[c:12]([cH:13]1)[O:11][C:10]([CH3:14])([CH3:15])[CH:9]=[C:8]2[c:16]1[cH:17][cH:18][cH:19][cH:20][cH:21]1.[Na+:37].[OH-:36]>>[CH2:1]([CH3:2])[O:3][c:4]1[c:5]([C:22](=[C:23]([CH:24]=[CH:25][C:26](=[CH:27][C:28](=[O:29])[OH:30])[CH3:33])[F:34])[CH3:35])[cH:6][c:7]2[c:12]([cH:13]1)[O:11][C:10]([CH3:14])([CH3:15])[CH:9]=[C:8]2[c:16]1[cH:17][cH:18][cH:19][cH:20][cH:21]1. The reactants are N(=NC(=O)OCC)C(=O)OCC.C1(=CC=CC=C1)C (diethyl azodicarboxylate toluene), C1(=CC=CC=C1)C=1OCC(NN1)=O (2-Phenyl-4H-1,3,4-oxadiazine-5(6H)-one), OC1COCC1 (3-hydroxy tetrahydrofuran), C1(=CC=CC=C1)P(C1=CC=CC=C1)C1=CC=CC=C1 (triphenyl phosphine). The solvent is O1CCCC1 (tetrahydrofuran), O1CCCC1 (tetrahydrofuran). Run at time 8 hour. Yields the product C1(=CC=CC=C1)C=1OCC(N(N1)C1COCC1)=O (2-Phenyl-4-(3-tetrahydrofuranyl)-4H-1,3,4-oxadiazine-5(6H)-one). Isolated yield 35.8%. Reaction SMILES: [C:1]1([C:7]2[O:8][CH2:9][C:10](=[O:13])[NH:11][N:12]=2)[CH:6]=[CH:5][CH:4]=[CH:3][CH:2]=1.O[CH:15]1[CH2:19][CH2:18][O:17][CH2:16]1.C1(P(C2C=CC=CC=2)C2C=CC=CC=2)C=CC=CC=1.N(C(OCC)=O)=NC(OCC)=O.C1(C)C=CC=CC=1>O1CCCC1>[C:1]1([C:7]2[O:8][CH2:9][C:10](=[O:13])[N:11]([CH:15]3[CH2:19][CH2:18][O:17][CH2:16]3)[N:12]=2)[CH:2]=[CH:3][CH:4]=[CH:5][CH:6]=1 |f:3.4|. Reported procedure: 2-Phenyl-4H-1,3,4-oxadiazine-5(6H)-one (0.30 g) synthesized according to Receuil des Travaux chimiques des Pays Bas, 1929, 48, 417, 3-hydroxy tetrahydrofuran (0.30 g) and triphenyl phosphine (0.89 g) were dissolved in tetrahydrofuran (10 ml). Under ice-cooling, 40% diethyl azodicarboxylate/toluene solution (0.59 g) diluted with tetrahydrofuran (3 ml) was added thereto, followed by stirring overnight at room temperature. The reaction solution was evaporated and purified by Cromatorex NH silica ge... The reactants are CC(=O)O, CCOC(=O)c1cnc2cc(OC)ccc2c1Cl. Product: CCOC(=O)c1cnc2cc(OC)ccc2c1. RXN SMILES: [CH3:19][C:20](=[O:21])[OH:22].[Cl:1][c:2]1[c:3]([C:14](=[O:15])[O:16][CH2:17][CH3:18])[cH:4][n:5][c:6]2[cH:7][c:8]([O:12][CH3:13])[cH:9][cH:10][c:11]12>>[cH:2]1[c:3]([C:14](=[O:15])[O:16][CH2:17][CH3:18])[cH:4][n:5][c:6]2[cH:7][c:8]([O:12][CH3:13])[cH:9][cH:10][c:11]12.